Dataset: the Open Reaction Database (ORD), a public repository of structured organic reaction records. Task: describe an organic reaction: reactants, conditions, products, and yield The reactants are [H-].[Na+] (Sodium hydride), SC=1NC2=C(N1)C=CC=C2 (2-Mercaptobenzimidazole), CN1CC=C(C2=CC=CC(=C12)CCl)C (1,4-dimethyl-8-chloromethyl-1,2-dihydroquinoline). The solvent is CN(C=O)C (dimethyl formamide), CN(C=O)C (dimethyl formamide). Conditions: time 30 minute. The product is CN1CC=C(C2=CC=CC(=C12)CSC=1NC2=C(N1)C=CC=C2)C (1,4-dimethyl-8-(2-benzimidazolyl)thiomethyl-1,2-dihydroquinoline). The yield is 32.3%. As a reaction SMILES: [SH:1][C:2]1[NH:3][C:4]2[CH:10]=[CH:9][CH:8]=[CH:7][C:5]=2[N:6]=1.[H-].[Na+].[CH3:13][N:14]1[C:23]2[C:18](=[CH:19][CH:20]=[CH:21][C:22]=2[CH2:24]Cl)[C:17]([CH3:26])=[CH:16][CH2:15]1>CN(C)C=O>[CH3:13][N:14]1[C:23]2[C:18](=[CH:19][CH:20]=[CH:21][C:22]=2[CH2:24][S:1][C:2]2[NH:3][C:4]3[CH:10]=[CH:9][CH:8]=[CH:7][C:5]=3[N:6]=2)[C:17]([CH3:26])=[CH:16][CH2:15]1 |f:1.2|. Procedure: 2-Mercaptobenzimidazole (0.7 g) was dissolved in dimethyl formamide (30 ml). Sodium hydride (60% in oil, 0.19 g) was added thereto under ice-cooling and the mixture was stirred for 30 minutes. Sequentially, a solution of 1,4-dimethyl-8-chloromethyl-1,2-dihydroquinoline (0.8 g) in dimethyl formamide(5 ml) was added dropwise to the reaction mixture and the mixture was stirred for 1 hour under ice-cooling. After distilling off dimethyl formamide, the resulting residue was poured into an ice-cold wa... The reactants are COc1ccccc1Oc1c(NS(=O)(=O)c2ccc(C(C)(C)C)cc2)nc(N2CCOCC2)nc1OCCC(=O)O, CC(C)c1ccc(N)cc1. Yields the product COc1ccccc1Oc1c(NS(=O)(=O)c2ccc(C(C)(C)C)cc2)nc(N2CCOCC2)nc1OCCC(=O)Nc1ccc(C(C)C)cc1. Reaction SMILES: [C:1]([CH3:2])([CH3:3])([CH3:4])[c:5]1[cH:6][cH:7][c:8]([S:11](=[O:12])(=[O:13])[NH:14][c:15]2[c:16]([O:33][c:34]3[c:35]([O:40][CH3:41])[cH:36][cH:37][cH:38][cH:39]3)[c:17]([O:27][CH2:28][CH2:29][C:30](=[O:31])[OH:32])[n:18][c:19]([N:21]3[CH2:22][CH2:23][O:24][CH2:25][CH2:26]3)[n:20]2)[cH:9][cH:10]1.[CH:42]([CH3:43])([CH3:44])[c:45]1[cH:46][cH:47][c:48]([NH2:49])[cH:50][cH:51]1>>[C:1]([CH3:2])([CH3:3])([CH3:4])[c:5]1[cH:6][cH:7][c:8]([S:11](=[O:12])(=[O:13])[NH:14][c:15]2[c:16]([O:33][c:34]3[c:35]([O:40][CH3:41])[cH:36][cH:37][cH:38][cH:39]3)[c:17]([O:27][CH2:28][CH2:29][C:30](=[O:32])[NH:49][c:48]3[cH:47][cH:46][c:45]([CH:42]([CH3:43])[CH3:44])[cH:51][cH:50]3)[n:18][c:19]([N:21]3[CH2:22][CH2:23][O:24][CH2:25][CH2:26]3)[n:20]2)[cH:9][cH:10]1. Starting materials: FC=1C=C(C=2C3=C(NC2C1)CNCC3=O)C(=O)OC (methyl 7-fluoro-4-oxo-2,3,4,9-tetrahydro-1H-pyrido[3,4-b]indole-5-carboxylate), CN1CC=2C=3C=4C(=CC=CC4NC3C1)C(NN2)=O (2-Methyl-2,3,4,9-tetrahydro-2,4,9,10-tetraazacyclohepta[def]fluoren-8(1H)-one), CC(=O)C (acetone). Yields the product FC1=CC=2NC=3CN(CC=4C3C2C(=C1)C(NN4)=O)C(C)C (6-Fluoro-2-isopropyl-2,3,4,9-tetrahydro-2,4,9,10-tetraazacyclohepta[def]fluoren-8(1H)-one). RXN SMILES: [F:1][C:2]1[CH:3]=[C:4]([C:16]([O:18]C)=O)[C:5]2[C:6]3[C:14](=O)[CH2:13][NH:12][CH2:11][C:7]=3[NH:8][C:9]=2[CH:10]=1.CN1CC2NC3C=CC=C4C(=O)[NH:35][N:36]=C(C=2C=34)C1.[CH3:38][C:39]([CH3:41])=O>>[F:1][C:2]1[CH:3]=[C:4]2[C:16](=[O:18])[NH:35][N:36]=[C:14]3[C:6]4[C:5]2=[C:9]([NH:8][C:7]=4[CH2:11][N:12]([CH:39]([CH3:41])[CH3:38])[CH2:13]3)[CH:10]=1. Procedure: Compound 46 was prepared from methyl 7-fluoro-4-oxo-2,3,4,9-tetrahydro-1H-pyrido[3,4-b]indole-5-carboxylate and acetone according to the procedures similar to those for Compound 44. 1H NMR (DMSO-d6) δ 11.8 (s, 1H), 10.1 (s, 1H), 7.35 (dd, 1H, J=2.4, 9.6 Hz), 7.18 (dd, 1H, J=2.4, 10.2 Hz), 3.82 (s, 2H), 3.32 (s, 2H), 2.98-3.00 (m, 1H), 1.09 (d, 6H, J=7.2 Hz). MS (ESI) m/e [M+1]+ 287. Reactants: CC[SiH](CC)CC, O, O=C1CCc2cccc(O)c21, O=C(O)C(F)(F)F. Product: Oc1cccc2c1CCC2. As a reaction SMILES: [CH2:12]([SiH:13]([CH2:14][CH3:15])[CH2:16][CH3:17])[CH3:18].[OH2:19].[OH:1][c:2]1[cH:3][cH:4][cH:5][c:6]2[c:10]1[C:9](=[O:11])[CH2:8][CH2:7]2.[OH:20][C:21]([C:22]([F:23])([F:24])[F:25])=[O:26]>>[OH:1][c:2]1[cH:3][cH:4][cH:5][c:6]2[c:10]1[CH2:9][CH2:8][CH2:7]2. The reactants are COS(=O)(=O)OC, CN(C)C=O, [Na+], [OH-], c1ccc2[nH]c(-c3nc4ccccc4[nH]3)nc2c1. The product is Cn1c(-c2nc3ccccc3[nH]2)nc2ccccc21. RXN SMILES: [CH3:21][O:22][S:23]([O:24][CH3:25])(=[O:26])=[O:27].[CH3:28][N:29]([CH3:30])[CH:31]=[O:32].[Na+:20].[OH-:19].[nH:1]1[c:2](-[c:10]2[n:11][c:12]3[c:13]([nH:14]2)[cH:15][cH:16][cH:17][cH:18]3)[n:3][c:4]2[c:5]1[cH:6][cH:7][cH:8][cH:9]2>>[n:1]1([CH3:21])[c:2](-[c:10]2[nH:11][c:12]3[c:13]([n:14]2)[cH:15][cH:16][cH:17][cH:18]3)[n:3][c:4]2[c:5]1[cH:6][cH:7][cH:8][cH:9]2. Reactants: N(N)C1=NC=C(C#N)C=C1 (6-hydrazinylnicotinonitrile), BrC=1C=CC=2N(C1)C(=NN2)SC=2C=CC=1N(N2)C=C(N1)NC(=O)C1CC1 (N-(6-(6-bromo-[1,2,4]triazolo[4,3-a]pyridin-3-ylthio)imidazo[1,2-b]pyridazin-2-yl)cyclopropanecarboxamide). The product is C(#N)C=1C=CC=2N(C1)C(=NN2)SC=2C=CC=1N(N2)C=C(N1)NC(=O)C1CC1 (N-(6-(6-cyano-[1,2,4]triazolo[4,3-a]pyridin-3-ylthio)imidazo[1,2-b]pyridazin-2-yl)cyclopropanecarboxamide). RXN SMILES: [NH:1]([C:3]1[CH:10]=[CH:9][C:6]([C:7]#[N:8])=[CH:5][N:4]=1)[NH2:2].BrC1C=CC2N([C:18]([S:21][C:22]3[CH:23]=[CH:24][C:25]4[N:26]([CH:28]=[C:29]([NH:31][C:32]([CH:34]5[CH2:36][CH2:35]5)=[O:33])[N:30]=4)[N:27]=3)=NN=2)C=1>>[C:7]([C:6]1[CH:9]=[CH:10][C:3]2[N:4]([C:18]([S:21][C:22]3[CH:23]=[CH:24][C:25]4[N:26]([CH:28]=[C:29]([NH:31][C:32]([CH:34]5[CH2:36][CH2:35]5)=[O:33])[N:30]=4)[N:27]=3)=[N:2][N:1]=2)[CH:5]=1)#[N:8]. Procedure: To a suspended mixture of 6-chloronicotinonitrile (7 g, 50.8 mmol) in EtOH (50 mL), was added NH2NH2 (10 g, 310.2 mmol). The mixture was stirred at room temperature for 10 min, and then 60° C. for 5 h. The mixture was cooled to room temperature. The solids were filtered out, washed with water and dried under high vacuum to give 6-hydrazinylnicotinonitrile (3.5 g). Compound 6 was prepared from 6-hydrazinylnicotinonitrile following the procedure of the synthesis of compound 4. 1H NMR (400 MHz, CDC... The reactants are OCC(Cc1ccccc1F)N(Cc1ccccc1)Cc1ccccc1, CS(C)=O, CCN(C(C)C)C(C)C, O=S(=O)=O, c1ccncc1. Yields the product O=CC(Cc1ccccc1F)N(Cc1ccccc1)Cc1ccccc1. As a reaction SMILES: [CH2:1]([c:2]1[cH:3][cH:4][cH:5][cH:6][cH:7]1)[N:8]([CH:9]([CH2:10][OH:11])[CH2:12][c:13]1[c:14]([F:19])[cH:15][cH:16][cH:17][cH:18]1)[CH2:20][c:21]1[cH:22][cH:23][cH:24][cH:25][cH:26]1.[CH3:46][S:47]([CH3:48])=[O:49].[CH:37]([N:38]([CH:39]([CH3:40])[CH3:41])[CH2:42][CH3:43])([CH3:44])[CH3:45].[S:33](=[O:34])(=[O:35])=[O:36].[n:27]1[cH:28][cH:29][cH:30][cH:31][cH:32]1>>[CH2:1]([c:2]1[cH:3][cH:4][cH:5][cH:6][cH:7]1)[N:8]([CH:9]([CH:10]=[O:11])[CH2:12][c:13]1[c:14]([F:19])[cH:15][cH:16][cH:17][cH:18]1)[CH2:20][c:21]1[cH:22][cH:23][cH:24][cH:25][cH:26]1.